This data is from the Open Reaction Database (ORD), a public repository of structured organic reaction records. The task is: describe an organic reaction: reactants, conditions, products, and yield Starting materials: C1=CC=CC=2C3=CC=CC=C3C(C12)COC(N[C@@H](CCC(=O)N)C(=O)NC[C@H](CCCNC(=O)OC(C)(C)C)NC(=O)OC(C)(C)C)=O (9H-Fluoren-9-ylmethyl{(1S)-4-amino-1-[({(2S)-2,5-bis[(tert-butoxycarbonyl)amino]pentyl}amino)carbonyl]-4-oxobutyl}carbamate), N1CCCCC1 (piperidine). Run in CN(C=O)C (dimethylformamide). Yields the product C(C)(C)(C)OC(N[C@@H](CCCNC(=O)OC(C)(C)C)CNC([C@H](CCC(=O)N)N)=O)=O (tert-Butyl[(1S)-4-[(tert-butoxycarbonyl)amino]-1-({[(2S)-2,5-diamino-5-oxopentanoyl]amino}methyl)butyl]carbamate). RXN SMILES: C1C2C(COC(=O)[NH:17][C@H:18]([C:24]([NH:26][CH2:27][C@@H:28]([NH:40][C:41]([O:43][C:44]([CH3:47])([CH3:46])[CH3:45])=[O:42])[CH2:29][CH2:30][CH2:31][NH:32][C:33]([O:35][C:36]([CH3:39])([CH3:38])[CH3:37])=[O:34])=[O:25])[CH2:19][CH2:20][C:21]([NH2:23])=[O:22])C3C(=CC=CC=3)C=2C=CC=1.N1CCCCC1>CN(C)C=O>[C:44]([O:43][C:41](=[O:42])[NH:40][C@H:28]([CH2:27][NH:26][C:24](=[O:25])[C@@H:18]([NH2:17])[CH2:19][CH2:20][C:21]([NH2:23])=[O:22])[CH2:29][CH2:30][CH2:31][NH:32][C:33]([O:35][C:36]([CH3:37])([CH3:38])[CH3:39])=[O:34])([CH3:45])([CH3:46])[CH3:47]. Procedure: A solution of 33 mg (0.05 mmol) of 9H-fluoren-9-ylmethyl{(1S)-4-amino-1-[({(2S)-2,5-bis[(tert-butoxycarbonyl)amino]pentyl}amino)carbonyl]-4-oxobutyl}carbamate (Example 129A) in 1 ml of dimethylformamide is stirred after the addition of 4 mg (0.05 mmol) of piperidine at room temperature for 45 min. The solvent is evaporated and the crude product is reacted without further purification. Reactants: BrCc1ccccc1, COc1cc(CCO)ccc1O, CCO, [Na+], [OH-]. The product is COc1cc(CCO)ccc1OCc1ccccc1. RXN SMILES: [Br:13][CH2:14][c:15]1[cH:16][cH:17][cH:18][cH:19][cH:20]1.[CH2:1]([CH2:2][c:3]1[cH:4][c:5]([O:6][CH3:7])[c:8]([OH:9])[cH:10][cH:11]1)[OH:12].[CH3:23][CH2:24][OH:25].[Na+:22].[OH-:21]>>[CH2:1]([CH2:2][c:3]1[cH:4][c:5]([O:6][CH3:7])[c:8]([O:9][CH2:14][c:15]2[cH:16][cH:17][cH:18][cH:19][cH:20]2)[cH:10][cH:11]1)[OH:12].